Dataset: the Open Reaction Database (ORD), a public repository of structured organic reaction records. Task: describe an organic reaction: reactants, conditions, products, and yield Reported procedure: To a solution of 3-(3-formyl-pyridin-4-yl)-benzonitrile (30 mg, 0.15 mmol) in THF (1.5 mL) at −78° C. was added 1.0 M 3-methoxyphenylmagnesium bromide in THF (0.3 mL). The reaction mixture was quenched with ammonium chloride and extracted with ethyl acetate. The organic layer was dried over sodium sulfate, concentrated, and the residue purified by flash chromatography eluted with 5% methanol in dichloromethane to yield 3-{3-[hydroxy-(3-methoxy-phenyl)-methyl]-pyridin-4-yl}-benzonitrile as white ... Yields the product OC(C=1C=NC=CC1C=1C=C(C#N)C=CC1)C1=CC(=CC=C1)OC (3-{3-[hydroxy-(3-methoxy-phenyl)-methyl]-pyridin-4-yl}-benzonitrile). The reactants are C(=O)C=1C=NC=CC1C=1C=C(C#N)C=CC1 (3-(3-formyl-pyridin-4-yl)-benzonitrile), COC=1C=C(C=CC1)[Mg]Br (3-methoxyphenylmagnesium bromide). Solvent: C1CCOC1 (THF), C1CCOC1 (THF). RXN SMILES: [CH:1]([C:3]1[CH:4]=[N:5][CH:6]=[CH:7][C:8]=1[C:9]1[CH:10]=[C:11]([CH:14]=[CH:15][CH:16]=1)[C:12]#[N:13])=[O:2].[CH3:17][O:18][C:19]1[CH:20]=[C:21]([Mg]Br)[CH:22]=[CH:23][CH:24]=1>C1COCC1>[OH:2][CH:1]([C:23]1[CH:22]=[CH:21][CH:20]=[C:19]([O:18][CH3:17])[CH:24]=1)[C:3]1[CH:4]=[N:5][CH:6]=[CH:7][C:8]=1[C:9]1[CH:10]=[C:11]([CH:14]=[CH:15][CH:16]=1)[C:12]#[N:13]. Starting materials: Cn1cc(C(=O)Oc2c(F)c(F)c(F)c(F)c2F)c(Nc2ccc(Br)cc2F)cc1=O, C1CCOC1, N. Product: Cn1cc(C(N)=O)c(Nc2ccc(Br)cc2F)cc1=O. Reaction SMILES: [Br:1][c:2]1[cH:3][c:4]([F:31])[c:5]([NH:6][c:7]2[c:8]([C:15](=[O:16])[O:17][c:18]3[c:19]([F:20])[c:21]([F:22])[c:23]([F:24])[c:25]([F:26])[c:27]3[F:28])[cH:9][n:10]([CH3:14])[c:11](=[O:13])[cH:12]2)[cH:29][cH:30]1.[CH2:33]1[O:34][CH2:35][CH2:36][CH2:37]1.[NH3:32]>>[Br:1][c:2]1[cH:3][c:4]([F:31])[c:5]([NH:6][c:7]2[c:8]([C:15](=[O:16])[NH2:32])[cH:9][n:10]([CH3:14])[c:11](=[O:13])[cH:12]2)[cH:29][cH:30]1. Reactants: N#C[K], C=CCO, N#CN1Cc2ccccc2-c2ccccc2C1. Yields the product C=CCOC(=N)N1Cc2ccccc2-c2ccccc2C1. Reaction SMILES: [K:18][C:19]#[N:20].[OH:21][CH2:22][CH:23]=[CH2:24].[cH:1]1[cH:2][cH:3][cH:4][c:5]2[c:11]1-[c:10]1[c:9]([cH:15][cH:14][cH:13][cH:12]1)[CH2:8][N:7]([C:16]#[N:17])[CH2:6]2>>[cH:1]1[cH:2][cH:3][cH:4][c:5]2[c:11]1-[c:10]1[c:9]([cH:15][cH:14][cH:13][cH:12]1)[CH2:8][N:7]([C:16](=[NH:17])[O:21][CH2:22][CH:23]=[CH2:24])[CH2:6]2. Reactants: O=C1NOC(C1)C(C(=O)OC(C1=CC=CC=C1)C1=CC=CC=C1)N1C(C=2C(C1=O)=CC=CC2)=O (3-oxo-α-phthalimido 5-isoxazolidine acetic acid, benzhydryl ester), [N+](=[N-])=C (diazomethane), CCOCC (Et2O). Run in C(Cl)Cl (methylene chloride). Product: COC1=NOC(C1)C(C(=O)OC(C1=CC=CC=C1)C1=CC=CC=C1)N1C(C=2C(C1=O)=CC=CC2)=O (3-methoxy-4,5-dihydro-α-phthalimido-5-isoxazole acetic acid, benzhydryl ester). RXN SMILES: [O:1]=[C:2]1[CH2:6][CH:5]([CH:7]([N:24]2[C:28](=[O:29])[C:27]3=[CH:30][CH:31]=[CH:32][CH:33]=[C:26]3[C:25]2=[O:34])[C:8]([O:10][CH:11]([C:18]2[CH:23]=[CH:22][CH:21]=[CH:20][CH:19]=2)[C:12]2[CH:17]=[CH:16][CH:15]=[CH:14][CH:13]=2)=[O:9])[O:4][NH:3]1.[N+](=[CH2:37])=[N-].CCOCC>C(Cl)Cl>[CH3:37][O:1][C:2]1[CH2:6][CH:5]([CH:7]([N:24]2[C:25](=[O:34])[C:26]3=[CH:33][CH:32]=[CH:31][CH:30]=[C:27]3[C:28]2=[O:29])[C:8]([O:10][CH:11]([C:18]2[CH:23]=[CH:22][CH:21]=[CH:20][CH:19]=2)[C:12]2[CH:13]=[CH:14][CH:15]=[CH:16][CH:17]=2)=[O:9])[O:4][N:3]=1. Procedure details: To 90 mg. (0.2 mmole) of 3-oxo-α-phthalimido 5-isoxazolidine acetic acid, benzhydryl ester (IIa) in 5 ml of methylene chloride is added a 50% molar excess of a standard etheral diazomethane solution. A 5 μl. amount of βF3.Et2O is added and, after 30 minutes, the reaction is concentrated and the residue chromatographed on preparative TLC (AIX eluent) to yield (45 mg) of 3-methoxy-4,5-dihydro-α-phthalimido-5-isoxazole acetic acid, benzhydryl ester. The reactants are CCCCCCC(=O)N1C(=O)OCC1Cc1ccccc1, C1CCOC1, C[Si](C)(C)[N-][Si](C)(C)C, O=S(=O)(NF)c1ccccc1, [Li+]. The product is CCCCCC(F)C(=O)N1C(=O)OCC1Cc1ccccc1. Reaction SMILES: [CH2:1]([c:2]1[cH:3][cH:4][cH:5][cH:6][cH:7]1)[CH:8]1[N:9]([C:14]([CH2:15][CH2:16][CH2:17][CH2:18][CH2:19][CH3:20])=[O:21])[C:10](=[O:13])[O:11][CH2:12]1.[CH2:43]1[O:44][CH2:45][CH2:46][CH2:47]1.[CH3:22][Si:23]([N-:24][Si:25]([CH3:26])([CH3:27])[CH3:28])([CH3:29])[CH3:30].[F:32][NH:33][S:34]([c:35]1[cH:36][cH:37][cH:38][cH:39][cH:40]1)(=[O:41])=[O:42].[Li+:31]>>[CH2:1]([c:2]1[cH:3][cH:4][cH:5][cH:6][cH:7]1)[CH:8]1[N:9]([C:14]([CH:15]([CH2:16][CH2:17][CH2:18][CH2:19][CH3:20])[F:32])=[O:21])[C:10](=[O:13])[O:11][CH2:12]1. Reactants: O1C(OCC1)C1=CC=C(C#N)C=C1 (4-(1,3-dioxolan-2-yl)benzonitrile), TEA, S (H2S). Run in N1=CC=CC=C1 (pyridine), O (water). Yields the product O1C(OCC1)C1=CC=C(C=C1)C(N)=S (4-(1,3-dioxolan-2-yl)benzenecarbothioamide). Isolated yield 86.0%. RXN SMILES: [O:1]1[CH2:5][CH2:4][O:3][CH:2]1[C:6]1[CH:13]=[CH:12][C:9]([C:10]#[N:11])=[CH:8][CH:7]=1.[SH2:14]>N1C=CC=CC=1.O>[O:1]1[CH2:5][CH2:4][O:3][CH:2]1[C:6]1[CH:13]=[CH:12][C:9]([C:10](=[S:14])[NH2:11])=[CH:8][CH:7]=1. Reported procedure: To a solution of 4-(1,3-dioxolan-2-yl)benzonitrile (2 g, 0.01 mol) in dry pyridine (50 mL) and TEA (5.75 g, 0.057 mol) was passed H2S gas (freshly generated) for 1 h with stirring at RT. The reaction mixture was diluted with water (100 mL), extracted with diethyl ether (100 mL), washed with brine (50 mL) and dried. The solvent was removed under vacuum and the crude product was purified by column chromatography over silica gel (PetEther/EtOAc, 3/7) to give 4-(1,3-dioxolan-2-yl)benzenecarbothioami...